From a dataset of the Open Reaction Database (ORD), a public repository of structured organic reaction records. describe an organic reaction: reactants, conditions, products, and yield Starting materials: CS(=O)(=O)OCC1CCOCC1, O=C(c1c[nH]c2ccccc12)C1CCCC1, [H-], [Na+], CN(C)C=O. Product: O=C(c1cn(CC2CCOCC2)c2ccccc12)C1CCCC1. RXN SMILES: [CH3:17][S:18]([O:19][CH2:22][CH:23]1[CH2:24][CH2:25][O:26][CH2:27][CH2:28]1)(=[O:20])=[O:21].[CH:1]1([C:6](=[O:7])[c:8]2[cH:9][nH:10][c:11]3[cH:12][cH:13][cH:14][cH:15][c:16]23)[CH2:2][CH2:3][CH2:4][CH2:5]1.[H-:30].[Na+:29].[O:31]=[CH:32][N:33]([CH3:34])[CH3:35]>>[CH:1]1([C:6](=[O:7])[c:8]2[cH:9][n:10]([CH2:22][CH:23]3[CH2:24][CH2:25][O:26][CH2:27][CH2:28]3)[c:11]3[cH:12][cH:13][cH:14][cH:15][c:16]23)[CH2:2][CH2:3][CH2:4][CH2:5]1. The reactants are FC1=C(C(=CC=C1)F)O (2,6-difluorophenol), [N+](=O)(O)[O-] (nitric acid), O (water). Run in C(C)(=O)O (acetic acid). Reaction conditions: time 1 hour. Yields the product FC1=C(C(=CC(=C1)[N+](=O)[O-])F)O (2,6-Difluoro-4-nitrophenol). Isolated yield 51.0%. Reaction SMILES: [F:1][C:2]1[CH:7]=[CH:6][CH:5]=[C:4]([F:8])[C:3]=1[OH:9].[N+:10]([O-])([OH:12])=[O:11].O>C(O)(=O)C>[F:1][C:2]1[CH:7]=[C:6]([N+:10]([O-:12])=[O:11])[CH:5]=[C:4]([F:8])[C:3]=1[OH:9]. Procedure details: To a solution of 2,6-difluorophenol (2.00 g) in acetic acid (20 ml) was added dropwise 60% nitric acid (1.20 ml) in an ice bath and the mixture was stirred at room temperature for 1 hour. After pouring into iced water, the reaction mixture was extracted with ethyl acetate. The extract was washed with brine. The organic layer was dried over anhydrous magnesium sulfate, filtered and the filtrate concentrated in vacuo. The residue was purified by chromatography on a silica gel column using hexane/e... Reactants: BrCCCCCCCCCCCCCCCC (1-bromohexadecane), OC=1C=C(C=O)C=C(C1)O (3,5-dihydroxy-benzaldehyde). Yields the product C(CCCCCCCCCCCCCCC)OC=1C=C(C=O)C=C(C1)OCCCCCCCCCCCCCCCC (3,5-Dihexadecyloxy-benzaldehyde). As a reaction SMILES: Br[CH2:2][CH2:3][CH2:4][CH2:5][CH2:6][CH2:7][CH2:8][CH2:9][CH2:10][CH2:11][CH2:12][CH2:13][CH2:14][CH2:15][CH2:16][CH3:17].[OH:18][C:19]1[CH:20]=[C:21]([CH:24]=[C:25]([OH:27])[CH:26]=1)[CH:22]=[O:23]>>[CH2:2]([O:18][C:19]1[CH:20]=[C:21]([CH:24]=[C:25]([O:27][CH2:17][CH2:16][CH2:15][CH2:14][CH2:13][CH2:12][CH2:11][CH2:10][CH2:9][CH2:8][CH2:7][CH2:6][CH2:5][CH2:4][CH2:3][CH3:2])[CH:26]=1)[CH:22]=[O:23])[CH2:3][CH2:4][CH2:5][CH2:6][CH2:7][CH2:8][CH2:9][CH2:10][CH2:11][CH2:12][CH2:13][CH2:14][CH2:15][CH2:16][CH3:17]. Procedure: The title compound was prepared according to the method described in Example 9 above from 1-bromohexadecane and 3,5-dihydroxy-benzaldehyde. The solid reaction product was collected by filtration and washed with methyl ethyl ketone (Soxhlet). The filtrate was evaporated under reduced pressure to give the title compound as a red oil which was crystallised from acetone. The reactants are ClC1=C(C(=CC=C1)OC)C (2-chloro-6-methoxytoluene), BrN1C(CCC1=O)=O (N-bromosuccinimide). The reagents and catalysts are CC(C)(C#N)N=NC(C)(C)C#N (AIBN). Run in C(Cl)(Cl)(Cl)Cl (carbon tetrachloride). Yields the product ClC1=C(CBr)C(=CC=C1)OC (2-Chloro-6-methoxybenzyl bromide). Yield: 72.7%. Reaction SMILES: [Cl:1][C:2]1[CH:7]=[CH:6][CH:5]=[C:4]([O:8][CH3:9])[C:3]=1[CH3:10].[Br:11]N1C(=O)CCC1=O>C(Cl)(Cl)(Cl)Cl.CC(N=NC(C#N)(C)C)(C#N)C>[Cl:1][C:2]1[CH:7]=[CH:6][CH:5]=[C:4]([O:8][CH3:9])[C:3]=1[CH2:10][Br:11]. Reported procedure: 442 g of 2-chloro-6-methoxytoluene are dissolved in 2420 ml of carbon tetrachloride and, together with 516 g of N-bromosuccinimide, heated at reflux for 2 h while 5.8 g of AIBN are added. The solid is filtered off and washed with a small amount of carbon tetrachloride, the filtrate is concentrated, and the residue which remains is fractionated. 483 g of colorless oil are obtained (b.p. 100° C./1.4 mbar, m.p. 44-47° C.). Reactants: NN (hydrazine), CC1(C(NC2=CC(=CC(=C12)C(F)(F)F)N1C(C2=CC=CC=C2C1=O)=O)=O)C (2-[3,3-dimethyl-2-oxo-4-(trifluoromethyl)-2,3-dihydro-1H-indol-6-yl]-1H-isoindol-1,3-(2H)-dione). Solvent: CO.C(Cl)(Cl)Cl (methanol chloroform). Product: NC1=CC(=C2C(C(NC2=C1)=O)(C)C)C(F)(F)F (6-amino-3,3-dimethyl-4-(trifluoromethyl)-1,3-dihydro-2H-indol-2-one). Reaction SMILES: NN.[CH3:3][C:4]1([CH3:29])[C:12]2[C:7](=[CH:8][C:9]([N:17]3C(=O)C4C(=CC=CC=4)C3=O)=[CH:10][C:11]=2[C:13]([F:16])([F:15])[F:14])[NH:6][C:5]1=[O:28]>CO.C(Cl)(Cl)Cl>[NH2:17][C:9]1[CH:8]=[C:7]2[C:12]([C:4]([CH3:29])([CH3:3])[C:5](=[O:28])[NH:6]2)=[C:11]([C:13]([F:16])([F:14])[F:15])[CH:10]=1 |f:2.3|. Procedure details: By adding a hydrazine aqueous solution to a methanol-chloroform solution of 2-[3,3-dimethyl-2-oxo-4-(trifluoromethyl)-2,3-dihydro-1H-indol-6-yl]-1H-isoindol-1,3-(2H)-dione and carrying out the reaction at room temperature for 10 hours, 6-amino-3,3-dimethyl-4-(trifluoromethyl)-1,3-dihydro-2H-indol-2-one was obtained.